From a dataset of the Open Reaction Database (ORD), a public repository of structured organic reaction records. describe an organic reaction: reactants, conditions, products, and yield Starting materials: O=C([O-])[O-], COC(=O)c1ccc(OS(=O)(=O)C(F)(F)F)c(C(=O)OC)c1, COc1cc(B(O)O)c(F)cn1, [K+], [K+], CN(C)C=O, c1ccc(P(c2ccccc2)(c2ccccc2)[Pd](P(c2ccccc2)(c2ccccc2)c2ccccc2)(P(c2ccccc2)(c2ccccc2)c2ccccc2)P(c2ccccc2)(c2ccccc2)c2ccccc2)cc1. Reaction SMILES: [C:35](=[O:36])([O-:37])[O-:38].[F:1][C:2]([F:3])([F:4])[S:5]([O:6][c:7]1[c:8]([C:17](=[O:18])[O:19][CH3:20])[cH:9][c:10]([C:11](=[O:12])[O:13][CH3:14])[cH:15][cH:16]1)(=[O:21])=[O:22].[F:23][c:24]1[c:25]([B:32]([OH:33])[OH:34])[cH:26][c:27]([O:30][CH3:31])[n:28][cH:29]1.[K+:39].[K+:40].[O:41]=[CH:42][N:43]([CH3:44])[CH3:45].[cH:46]1[cH:47][cH:48][c:49]([P:50]([Pd:51]([P:52]([c:53]2[cH:54][cH:55][cH:56][cH:57][cH:58]2)([c:59]2[cH:60][cH:61][cH:62][cH:63][cH:64]2)[c:65]2[cH:66][cH:67][cH:68][cH:69][cH:70]2)([P:71]([c:72]2[cH:73][cH:74][cH:75][cH:76][cH:77]2)([c:78]2[cH:79][cH:80][cH:81][cH:82][cH:83]2)[c:84]2[cH:85][cH:86][cH:87][cH:88][cH:89]2)[P:90]([c:91]2[cH:92][cH:93][cH:94][cH:95][cH:96]2)([c:97]2[cH:98][cH:99][cH:100][cH:101][cH:102]2)[c:103]2[cH:104][cH:105][cH:106][cH:107][cH:108]2)([c:109]2[cH:110][cH:111][cH:112][cH:113][cH:114]2)[c:115]2[cH:116][cH:117][cH:118][cH:119][cH:120]2)[cH:121][cH:122]1>>[c:7]1(-[c:25]2[c:24]([F:23])[cH:29][n:28][c:27]([O:30][CH3:31])[cH:26]2)[c:8]([C:17](=[O:18])[O:19][CH3:20])[cH:9][c:10]([C:11](=[O:12])[O:13][CH3:14])[cH:15][cH:16]1. The product is COC(=O)c1ccc(-c2cc(OC)ncc2F)c(C(=O)OC)c1. The reactants are ClCCCl, CCN(C(C)C)C(C)C, CCN1C(=O)N(CC(=O)O)C(C)(c2cc(F)cc(F)c2)C1=O, Nc1ccc2c(c1)CC1(C2)C(=O)Nc2ncccc21, CN(C)C=O, On1nnc2ccccc21. Yields the product CCN1C(=O)N(CC(=O)Nc2ccc3c(c2)CC2(C3)C(=O)Nc3ncccc32)C(C)(c2cc(F)cc(F)c2)C1=O. As a reaction SMILES: [CH2:52]([Cl:53])[CH2:54][Cl:55].[CH:56]([N:57]([CH2:58][CH3:59])[CH:60]([CH3:61])[CH3:62])([CH3:63])[CH3:64].[F:1][c:2]1[cH:3][c:4]([C:9]2([CH3:22])[C:10](=[O:21])[N:11]([CH2:19][CH3:20])[C:12](=[O:18])[N:13]2[CH2:14][C:15](=[O:16])[OH:17])[cH:5][c:6]([F:8])[cH:7]1.[NH2:23][c:24]1[cH:25][c:26]2[c:30]([cH:31][cH:32]1)[CH2:29][C:28]1([CH2:27]2)[C:33](=[O:41])[NH:34][c:35]2[n:36][cH:37][cH:38][cH:39][c:40]21.[O:65]=[CH:66][N:67]([CH3:68])[CH3:69].[OH:42][n:43]1[c:44]2[c:45]([cH:46][cH:47][cH:48][cH:49]2)[n:50][n:51]1>>[F:1][c:2]1[cH:3][c:4]([C:9]2([CH3:22])[C:10](=[O:21])[N:11]([CH2:19][CH3:20])[C:12](=[O:18])[N:13]2[CH2:14][C:15](=[O:17])[NH:23][c:24]2[cH:25][c:26]3[c:30]([cH:31][cH:32]2)[CH2:29][C:28]2([CH2:27]3)[C:33](=[O:41])[NH:34][c:35]3[n:36][cH:37][cH:38][cH:39][c:40]32)[cH:5][c:6]([F:8])[cH:7]1. Starting materials: CC[SiH](CC)CC, ClCCl, COc1cccc(C(O)c2c(F)cccc2F)c1N, [Na+], [OH-], O=C(O)C(F)(F)F. Yields the product COc1cccc(Cc2c(F)cccc2F)c1N. As a reaction SMILES: [CH2:20]([SiH:21]([CH2:22][CH3:23])[CH2:24][CH3:25])[CH3:26].[Cl:36][CH2:37][Cl:38].[NH2:1][c:2]1[c:3]([CH:10]([OH:11])[c:12]2[c:13]([F:19])[cH:14][cH:15][cH:16][c:17]2[F:18])[cH:4][cH:5][cH:6][c:7]1[O:8][CH3:9].[Na+:35].[OH-:34].[OH:27][C:28]([C:29]([F:30])([F:31])[F:32])=[O:33]>>[NH2:1][c:2]1[c:3]([CH2:10][c:12]2[c:13]([F:19])[cH:14][cH:15][cH:16][c:17]2[F:18])[cH:4][cH:5][cH:6][c:7]1[O:8][CH3:9]. The reactants are C(C)OC(=O)CCC=1C(=NN(C1)CC1=CC=C(C(=O)O)C=C1)C1=CC=CC=C1 (4-[4-(2-ethoxycarbonylethyl)-3-phenyl-1H-pyrazol-1-ylmethyl]benzoic acid), FC(C1=CC=C(CN)C=C1)(F)F (4-trifluoromethylbenzylamine), O.ON1N=NC2=C1C=CC=C2 (1-hydroxybenzotriazole monohydrate), CCN=C=NCCCN(C)C (WSC). Run in CN(C=O)C (N,N-dimethylformamide), O (water). Conditions: time 13 hour. The product is C1(=CC=CC=C1)C1=NN(C=C1CCC(=O)OCC)CC1=CC=C(C=C1)C(=O)NCC1=CC=C(C=C1)C(F)(F)F (ethyl 3-[3-phenyl-1-[4-(4-trifluoromethylbenzylaminocarbonyl)benzyl]-1H-pyrazol-4-yl]propionate). Isolated yield 77.7%. Reaction SMILES: [CH2:1]([O:3][C:4]([CH2:6][CH2:7][C:8]1[C:9]([C:23]2[CH:28]=[CH:27][CH:26]=[CH:25][CH:24]=2)=[N:10][N:11]([CH2:13][C:14]2[CH:22]=[CH:21][C:17]([C:18](O)=[O:19])=[CH:16][CH:15]=2)[CH:12]=1)=[O:5])[CH3:2].[F:29][C:30]([F:40])([F:39])[C:31]1[CH:38]=[CH:37][C:34]([CH2:35][NH2:36])=[CH:33][CH:32]=1.O.ON1C2C=CC=CC=2N=N1.CCN=C=NCCCN(C)C>O.CN(C)C=O>[C:23]1([C:9]2[C:8]([CH2:7][CH2:6][C:4]([O:3][CH2:1][CH3:2])=[O:5])=[CH:12][N:11]([CH2:13][C:14]3[CH:22]=[CH:21][C:17]([C:18]([NH:36][CH2:35][C:34]4[CH:33]=[CH:32][C:31]([C:30]([F:29])([F:39])[F:40])=[CH:38][CH:37]=4)=[O:19])=[CH:16][CH:15]=3)[N:10]=2)[CH:24]=[CH:25][CH:26]=[CH:27][CH:28]=1 |f:2.3|. Procedure: A mixture of 4-[4-(2-ethoxycarbonylethyl)-3-phenyl-1H-pyrazol-1-ylmethyl]benzoic acid (500 mg), 4-trifluoromethylbenzylamine (250 mg), 1-hydroxybenzotriazole monohydrate (210 mg), WSC (270 mg), and N,N-dimethylformamide (10 ml) was stirred at room temperature for 13 hours. The reaction mixture was poured into water, which was extracted with ethyl acetate. The ethyl acetate layer was washed with saturated aqueous sodium bicarbonate solution, 1 N hydrochloric acid, then, with saturated aqueous sod... The reactants are C(C)OC(=O)C1(CC1)C1=CC=C(C=C1)C1=CC=C(C=C1)C1=C(C(=NO1)C)N (1-[4′-(4-amino-3-methyl-isoxazol-5-yl)-biphenyl-4-yl]-cyclopropanecarboxylic acid ethyl ester), BrC=1C=NC=C(C1)C1=CC(=CC=C1)Cl (3-bromo-5-(3-chloro-phenyl)-pyridine). Product: C(C)OC(=O)C1(CC1)C1=CC=C(C=C1)C1=CC=C(C=C1)C1=C(C(=NO1)C)NC=1C=NC=C(C1)C1=CC(=CC=C1)Cl (1-(4′-{4-[5-(3-Chloro-phenyl)-pyridin-3-ylamino]-3-methyl-isoxazol-5-yl}-biphenyl-4-yl)-cyclopropanecarboxylic acid ethyl ester). RXN SMILES: [CH2:1]([O:3][C:4]([C:6]1([C:9]2[CH:14]=[CH:13][C:12]([C:15]3[CH:20]=[CH:19][C:18]([C:21]4[O:25][N:24]=[C:23]([CH3:26])[C:22]=4[NH2:27])=[CH:17][CH:16]=3)=[CH:11][CH:10]=2)[CH2:8][CH2:7]1)=[O:5])[CH3:2].Br[C:29]1[CH:30]=[N:31][CH:32]=[C:33]([C:35]2[CH:40]=[CH:39][CH:38]=[C:37]([Cl:41])[CH:36]=2)[CH:34]=1>>[CH2:1]([O:3][C:4]([C:6]1([C:9]2[CH:10]=[CH:11][C:12]([C:15]3[CH:20]=[CH:19][C:18]([C:21]4[O:25][N:24]=[C:23]([CH3:26])[C:22]=4[NH:27][C:29]4[CH:30]=[N:31][CH:32]=[C:33]([C:35]5[CH:40]=[CH:39][CH:38]=[C:37]([Cl:41])[CH:36]=5)[CH:34]=4)=[CH:17][CH:16]=3)=[CH:13][CH:14]=2)[CH2:8][CH2:7]1)=[O:5])[CH3:2]. Procedure details: Prepared according to the procedure described in Example 68, Step 2, using 1-[4′-(4-amino-3-methyl-isoxazol-5-yl)-biphenyl-4-yl]-cyclopropanecarboxylic acid ethyl ester and 3-bromo-5-(3-chloro-phenyl)-pyridine.